Dataset: the Open Reaction Database (ORD), a public repository of structured organic reaction records. Task: describe an organic reaction: reactants, conditions, products, and yield Reactants: [Cl-], [Cl-], ClP(Cl)Cl, [Zn+2], Oc1ccccc1-c1ccccc1. Yields the product ClP1Oc2ccccc2-c2ccccc21. Reaction SMILES: [Cl-:18].[Cl-:20].[P:1]([Cl:2])([Cl:3])[Cl:4].[Zn+2:19].[c:5]1(-[c:11]2[c:12]([OH:17])[cH:13][cH:14][cH:15][cH:16]2)[cH:6][cH:7][cH:8][cH:9][cH:10]1>>[P:1]1([Cl:4])[c:6]2[c:5]([cH:10][cH:9][cH:8][cH:7]2)-[c:11]2[c:12]([cH:13][cH:14][cH:15][cH:16]2)[O:17]1. Starting materials: BrC=1C=C(C=CC1)N1C2=C(C=3C=C(C=CC13)C)CN(CC2)C (5-(3-bromophenyl)-2,8-dimethyl-2,3,4,5-tetrahydro-1H-pyrido[4,3-b]indole), CN1C(=CC=C1)B1OC(C)(C)C(C)(C)O1 (1-methyl-2-pyrroleboronic acid pinacol ester), C(=O)([O-])[O-].[K+].[K+] (K2CO3), O (water). Reagents/catalysts: C=1C=CC(=CC1)[P](C=2C=CC=CC2)(C=3C=CC=CC3)[Pd]([P](C=4C=CC=CC4)(C=5C=CC=CC5)C=6C=CC=CC6)([P](C=7C=CC=CC7)(C=8C=CC=CC8)C=9C=CC=CC9)[P](C=1C=CC=CC1)(C=1C=CC=CC1)C=1C=CC=CC1 (Pd(PPh3)4). The solvent is COCCOC (DME). Conditions: temperature 90 celsius, time 45 minute. Product: CN1CC2=C(N(C=3C=CC(=CC23)C)C2=CC(=CC=C2)C=2N(C=CC2)C)CC1 (2,8-dimethyl-5-(3-(1-methyl-1H-pyrrol-2-yl)phenyl)-2,3,4,5-tetrahydro-1H-pyrido[4,3-b]indole). Reaction SMILES: Br[C:2]1[CH:3]=[C:4]([N:8]2[C:16]3[CH:15]=[CH:14][C:13]([CH3:17])=[CH:12][C:11]=3[C:10]3[CH2:18][N:19]([CH3:22])[CH2:20][CH2:21][C:9]2=3)[CH:5]=[CH:6][CH:7]=1.[CH3:23][N:24]1[CH:28]=[CH:27][CH:26]=[C:25]1B1OC(C)(C)C(C)(C)O1.C([O-])([O-])=O.[K+].[K+].O>COCCOC.C1C=CC([P]([Pd]([P](C2C=CC=CC=2)(C2C=CC=CC=2)C2C=CC=CC=2)([P](C2C=CC=CC=2)(C2C=CC=CC=2)C2C=CC=CC=2)[P](C2C=CC=CC=2)(C2C=CC=CC=2)C2C=CC=CC=2)(C2C=CC=CC=2)C2C=CC=CC=2)=CC=1>[CH3:22][N:19]1[CH2:20][CH2:21][C:9]2[N:8]([C:4]3[CH:5]=[CH:6][CH:7]=[C:2]([C:25]4[N:24]([CH3:23])[CH:28]=[CH:27][CH:26]=4)[CH:3]=3)[C:16]3[CH:15]=[CH:14][C:13]([CH3:17])=[CH:12][C:11]=3[C:10]=2[CH2:18]1 |f:2.3.4,^1:54,56,75,94|. Reported procedure: To a degassed solution of 5-(3-bromophenyl)-2,8-dimethyl-2,3,4,5-tetrahydro-1H-pyrido[4,3-b]indole (100 mg, 0.281 mmol), 1-methyl-2-pyrroleboronic acid pinacol ester (96.8 mg, 0.56 mmol) and K2CO3 (116 mg, 0.84 mmol) in DME (4 mL)-water (2 mL) was added Pd(PPh3)4 (16 mg, 0.014 mmol). The reaction mixture was stirred at 90° C. for 45 min. The reaction mixture concentrated under reduced pressure. The residue was dissolved in EtOAc (50 mL) and washed with water (20 mL). The organic layer was dried ... Reactants: CC(C)(C)C(=C)C=1C=C(C(=O)OC)C=CC1OS(=O)(=O)C(F)(F)F (Methyl 3-(1-(1,1-dimethylethyl)ethenyl)-4-(((trifluoromethyl)sulfonyl)oxy)benzoate), CN(C)C=O (DMF), FC1=C(C=C(C=C1)OC)B(O)O (2-fluoro-5-methoxyphenylboronic acid), C([O-])([O-])=O.[K+].[K+] (potassium carbonate). The reagents and catalysts are C=1C=CC(=CC1)[P](C=2C=CC=CC2)(C=3C=CC=CC3)[Pd]([P](C=4C=CC=CC4)(C=5C=CC=CC5)C=6C=CC=CC6)([P](C=7C=CC=CC7)(C=8C=CC=CC8)C=9C=CC=CC9)[P](C=1C=CC=CC1)(C=1C=CC=CC1)C=1C=CC=CC1 (tetrakis(triphenylphosphine)palladium). The solvent is O (water). Run at temperature 90 celsius, time 17 hour. Yields the product CC(C)(C)C(=C)C1=C(C=CC(=C1)C(=O)OC)C1=C(C=CC(=C1)OC)F (Methyl 2-(1-(1,1-dimethylethyl)ethenyl)-2′-fluoro-5′-(methyloxy)-1,1′-biphenyl-4-carboxylate). Isolated yield 19.5%. RXN SMILES: [CH3:1][C:2]([C:5]([C:7]1[CH:8]=[C:9]([CH:14]=[CH:15][C:16]=1OS(C(F)(F)F)(=O)=O)[C:10]([O:12][CH3:13])=[O:11])=[CH2:6])([CH3:4])[CH3:3].CN(C=O)C.[F:30][C:31]1[CH:36]=[CH:35][C:34]([O:37][CH3:38])=[CH:33][C:32]=1B(O)O.C(=O)([O-])[O-].[K+].[K+]>O.C1C=CC([P]([Pd]([P](C2C=CC=CC=2)(C2C=CC=CC=2)C2C=CC=CC=2)([P](C2C=CC=CC=2)(C2C=CC=CC=2)C2C=CC=CC=2)[P](C2C=CC=CC=2)(C2C=CC=CC=2)C2C=CC=CC=2)(C2C=CC=CC=2)C2C=CC=CC=2)=CC=1>[CH3:4][C:2]([C:5]([C:7]1[CH:8]=[C:9]([C:10]([O:12][CH3:13])=[O:11])[CH:14]=[CH:15][C:16]=1[C:32]1[CH:33]=[C:34]([O:37][CH3:38])[CH:35]=[CH:36][C:31]=1[F:30])=[CH2:6])([CH3:1])[CH3:3] |f:3.4.5,^1:52,54,73,92|. Procedure details: To a stirred solution of 66.18E (0.550 g, 1.5 mmol) in DMF (3.0 mL, 1.5 mmol) at 23° C. was added 2-fluoro-5-methoxyphenylboronic acid (0.38 g, 2.3 mmol) (commercially available from Aldrich), potassium carbonate (0.62 g, 4.5 mmol) and then tetrakis(triphenylphosphine)palladium (0.12 g, 0.11 mmol). The mixture was heated to 90° C. and stirred for 17 hours. The resulting mixture was then cooled to room temperature, diluted with water and extracted three times with EtOAc. After drying over anhydro... Isolated yield 99.9%. Procedure details: By a reaction in the same manner as in Example 178b and using the compound (223 mg, 1.00 mmol) obtained in Example 180b and 2-bromo-1-[3-(trifluoromethyl)phenyl]ethanone (267 mg, 1.0 mmol), the title compound (377 mg, 96%) was obtained as a yellow oil. Reactants: NC(CC=1C=C(C(=O)OCC)C=CC1)=S (ethyl 3-(2-amino-2-thioxoethyl)benzoate), BrCC(=O)C1=CC(=CC=C1)C(F)(F)F (2-bromo-1-[3-(trifluoromethyl)phenyl]ethanone). Reaction SMILES: [NH2:1][C:2](=[S:15])[CH2:3][C:4]1[CH:5]=[C:6]([CH:12]=[CH:13][CH:14]=1)[C:7]([O:9][CH2:10]C)=[O:8].Br[CH2:17][C:18]([C:20]1[CH:25]=[CH:24][CH:23]=[C:22]([C:26]([F:29])([F:28])[F:27])[CH:21]=1)=O>>[F:27][C:26]([F:28])([F:29])[C:22]1[CH:21]=[C:20]([C:18]2[N:1]=[C:2]([CH2:3][C:4]3[CH:5]=[C:6]([CH:12]=[CH:13][CH:14]=3)[C:7]([O:9][CH3:10])=[O:8])[S:15][CH:17]=2)[CH:25]=[CH:24][CH:23]=1. The product is FC(C=1C=C(C=CC1)C=1N=C(SC1)CC=1C=C(C(=O)OC)C=CC1)(F)F (methyl 3-({4-[3-(trifluoromethyl)phenyl]-1,3-thiazol-2-yl}methyl)benzoate). Reactants: BrCc1cc(Br)cc(Br)c1, CCc1c(Oc2cc(C)cc(C)c2)[nH]c(=O)[nH]c1=O. The product is CCc1c(Oc2cc(C)cc(C)c2)n(Cc2cc(Br)cc(Br)c2)c(=O)[nH]c1=O. RXN SMILES: [Br:20][c:21]1[cH:22][c:23]([CH2:24][Br:25])[cH:26][c:27]([Br:29])[cH:28]1.[CH2:1]([CH3:2])[c:3]1[c:4](=[O:19])[nH:5][c:6](=[O:18])[nH:7][c:8]1[O:9][c:10]1[cH:11][c:12]([CH3:17])[cH:13][c:14]([CH3:16])[cH:15]1>>[CH2:1]([CH3:2])[c:3]1[c:4](=[O:19])[nH:5][c:6](=[O:18])[n:7]([CH2:24][c:23]2[cH:22][c:21]([Br:20])[cH:28][c:27]([Br:29])[cH:26]2)[c:8]1[O:9][c:10]1[cH:11][c:12]([CH3:17])[cH:13][c:14]([CH3:16])[cH:15]1. The reactants are FC1=CC=C(C(=O)NC=2C=NC3=CC=CC=C3C2)C=C1 (4-fluoro-N-quinolin-3-yl-benzamide), C12CNCC(CCC1)C2 (3-aza-bicyclo[3.3.1]nonane), C(C)(C)N(C(C)C)CC (N,N-diisopropylethylamine). The solvent is CS(=O)C (dimethyl sulfoxide), CS(=O)C (DMSO). Yields the product C12CN(CC(CCC1)C2)C2=CC=C(C(=O)NC=1C=NC3=CC=CC=C3C1)C=C2 (4-(3-Aza-bicyclo[3.3.1]non-3-yl)-N-quinolin-3-yl-benzamide). Reaction SMILES: F[C:2]1[CH:20]=[CH:19][C:5]([C:6]([NH:8][C:9]2[CH:10]=[N:11][C:12]3[C:17]([CH:18]=2)=[CH:16][CH:15]=[CH:14][CH:13]=3)=[O:7])=[CH:4][CH:3]=1.[CH:21]12[CH2:29][CH:25]([CH2:26][CH2:27][CH2:28]1)[CH2:24][NH:23][CH2:22]2.C(N(CC)C(C)C)(C)C>CS(C)=O>[CH:21]12[CH2:29][CH:25]([CH2:26][CH2:27][CH2:28]1)[CH2:24][N:23]([C:2]1[CH:20]=[CH:19][C:5]([C:6]([NH:8][C:9]3[CH:10]=[N:11][C:12]4[C:17]([CH:18]=3)=[CH:16][CH:15]=[CH:14][CH:13]=4)=[O:7])=[CH:4][CH:3]=1)[CH2:22]2. Procedure details: A solution of 4-fluoro-N-quinolin-3-yl-benzamide (0.080 g, 0.299 mmol), 3-aza-bicyclo[3.3.1]nonane (0.200 g, 1.60 mmol) and N,N-diisopropylethylamine (0.10 mL, 0.57 mmol) in dimethyl sulfoxide (2 mL) was heated to 100° C. for 11 days. The DMSO solution was applied to a preparative reverse phase C18 column, and the product was eluted with a gradient of acetonitrile in water with 0.1% trifluoroacetic acid, to give the product as a trifluoroacetate salt, a yellow solid, 0.065 g (36%). MS: m/z 372 (... Reactants: C1CC(=O)N(C1=O)Cl (NCS), C(C)(=O)O (acetic acid), C(C)NC([O-])=O.CC=1C=CC=2C(C3C(CNC3)C2C1)C (N-Ethylcarbamate 5-methyl-8-methyl-1,2,3,3a,8,8a-hexahydroindeno[1,2-c]pyrrole). Run in ClCCCl (DCE), C(Cl)Cl (CH2Cl2), O (H2O). Conditions: temperature 60 celsius, time 3 hour. Product: C(C)NC([O-])=O.CC=1C(=CC=2C(C3C(CNC3)C2C1)C)Cl (N-Ethylcarbamate 5-methyl-6-chloro-8-methyl-1,2,3,3a,8,8a-hexahydroindeno[1,2-c]pyrrole). Reaction SMILES: C1C(=O)N([Cl:8])C(=O)C1.C(O)(=O)C.[CH2:13]([NH:15][C:16](=[O:18])[O-:17])[CH3:14].[CH3:19][C:20]1[CH:21]=[CH:22][C:23]2[CH:24]([CH3:32])[CH:25]3[CH2:29][NH:28][CH2:27][CH:26]3[C:30]=2[CH:31]=1>ClCCCl.C(Cl)Cl.O>[CH2:13]([NH:15][C:16](=[O:17])[O-:18])[CH3:14].[CH3:19][C:20]1[C:21]([Cl:8])=[CH:22][C:23]2[CH:24]([CH3:32])[CH:25]3[CH2:29][NH:28][CH2:27][CH:26]3[C:30]=2[CH:31]=1 |f:2.3,7.8|. Reported procedure: NCS (27 mg, 0.2 mmol) and acetic acid (1 mL) were added to a solution of N-Ethylcarbamate-5-methyl-8-methyl-1,2,3,3a,8,8a-hexahydroindeno[1,2-c]pyrrole (50 mg, 0.2 mmol) in DCE (1 mL). The reaction solution was stirred for 3 hours at 60° C. The reaction was diluted with CH2Cl2 (3 mL) and H2O (3 mL) and filtered through an Extrelut column. The column was washed with CH2Cl2 and the filtrate was concentrated. The crude product was purified by column chromatography (SiO2) using a 0-60% ethyl acetate... Reactants: CC(C)(C)C1CCC2(CC1)OCC(CCl)O2, CCO, [K+], [K+], NC1CCCCC1, O=C([O-])[O-], O. The product is CC(C)(C)C1CCC2(CC1)OCC(CNC1CCCCC1)O2. RXN SMILES: [C:1]([CH3:2])([CH3:3])([CH3:4])[CH:5]1[CH2:6][CH2:7][C:8]2([O:9][CH2:10][CH:11]([CH2:13][Cl:14])[O:12]2)[CH2:15][CH2:16]1.[CH3:31][CH2:32][OH:33].[K+:24].[K+:25].[NH2:17][CH:18]1[CH2:19][CH2:20][CH2:21][CH2:22][CH2:23]1.[O-:26][C:27]([O-:28])=[O:29].[OH2:30]>>[C:1]([CH3:2])([CH3:3])([CH3:4])[CH:5]1[CH2:6][CH2:7][C:8]2([O:9][CH2:10][CH:11]([CH2:13][NH:17][CH:18]3[CH2:19][CH2:20][CH2:21][CH2:22][CH2:23]3)[O:12]2)[CH2:15][CH2:16]1. The reactants are [BH4-], CCOC(=O)CN1N(C2C3CC4CC(C3)CC2C4)C(=O)C1(C)C, CO, [Cl-], [Li+], [NH4+], C1CCOC1, O. Yields the product CC1(C)C(=O)N(C2C3CC4CC(C3)CC2C4)N1CCO. Reaction SMILES: [BH4-:24].[CH3:1][C:2]1([CH3:23])[C:3](=[O:22])[N:4]([CH:12]2[CH:13]3[CH2:14][CH:15]4[CH2:16][CH:17]([CH2:18][CH:19]2[CH2:20]4)[CH2:21]3)[N:5]1[CH2:6][C:7](=[O:8])[O:9][CH2:10][CH3:11].[CH3:29][OH:30].[Cl-:26].[Li+:25].[NH4+:27].[O:31]1[CH2:32][CH2:33][CH2:34][CH2:35]1.[OH2:28]>>[CH3:1][C:2]1([CH3:23])[C:3](=[O:22])[N:4]([CH:12]2[CH:13]3[CH2:14][CH:15]4[CH2:16][CH:17]([CH2:18][CH:19]2[CH2:20]4)[CH2:21]3)[N:5]1[CH2:6][CH2:7][OH:8]. Reactants: C(C=C)[C@@H]1[C@H](C(N1C(C(=O)OC)=C(C)C)=O)N1C(C=2C(C1=O)=CC=CC2)=O (methyl 2-[(3R,4R)-4-allyl-3-phthalimido-2-oxoazetidin-1-yl]-3-methyl-2-butenoate), CN(CCCN)C (N,N-dimethyl-1,3-propanediamine). The solvent is C(Cl)Cl (methylene chloride), CO (methanol). Conditions: time 24 hour. Product: NC1C(N([C@@H]1CC=C)C(C(=O)OC)=C(C)C)=O (methyl 2-[(4R)-3-amino-4-allyl-2-oxoazetidin-1-yl]-3-methyl-2-butenoate). Yield: 51.1%. Reaction SMILES: [CH2:1]([C@H:4]1[N:7]([C:8](=[C:13]([CH3:15])[CH3:14])[C:9]([O:11][CH3:12])=[O:10])[C:6](=[O:16])[C@@H:5]1[N:17]1C(=O)C2=CC=CC=C2C1=O)[CH:2]=[CH2:3].CN(C)CCCN>C(Cl)Cl.CO>[NH2:17][CH:5]1[C@@H:4]([CH2:1][CH:2]=[CH2:3])[N:7]([C:8](=[C:13]([CH3:15])[CH3:14])[C:9]([O:11][CH3:12])=[O:10])[C:6]1=[O:16]. Procedure: To a solution of methyl 2-[(3R,4R)-4-allyl-3-phthalimido-2-oxoazetidin-1-yl]-3-methyl-2-butenoate (2.64 g) in a mixture of methylene chloride (20 ml) and methanol (10 ml) was added N,N-dimethyl-1,3-propanediamine (1.98 ml) and the mixture was left in a refrigerator for 3 days and at room temperature for 24 hours. The reaction mixture was evaporated and the residue was dissolved in ethyl acetate (50 ml), washed with water, dried over magnesium sulfate and evaporated to give an oil, which was chro...